From a dataset of the Open Reaction Database (ORD), a public repository of structured organic reaction records. describe an organic reaction: reactants, conditions, products, and yield Reactants: C(CCC)[Li] (n-butyl lithium), O (water), FC=1C=C(C=O)C=CC1 (3-fluorobenzaldehyde), BrC1=NC=CC=C1 (2-bromopyridine). Solvent: CCCCCCC (heptane), CCOCC (ether), CCOCC (ether), CCOCC (ether). Conditions: temperature -40 celsius, time 0.25 hour. Product: FC=1C=C(C=CC1)C(O)C1=NC=CC=C1 (alpha-(3-fluorophenyl)-2-pyridinemethanol). RXN SMILES: Br[C:2]1[CH:7]=[CH:6][CH:5]=[CH:4][N:3]=1.C([Li])CCC.[F:13][C:14]1[CH:15]=[C:16]([CH:19]=[CH:20][CH:21]=1)[CH:17]=[O:18].O>CCOCC.CCCCCCC>[F:13][C:14]1[CH:15]=[C:16]([CH:17]([C:2]2[CH:7]=[CH:6][CH:5]=[CH:4][N:3]=2)[OH:18])[CH:19]=[CH:20][CH:21]=1. Procedure: A solution of 17.4 g of 2-bromopyridine in 40 ml of ether is added slowly with stirring to 75 ml of commercial n-butyl lithium in heptane and 100 ml of ether at -50° to -40° C. under a nitrogen atmosphere. After stirring another 0.25 hours at -40° C., a solution of 12.5 g of 3-fluorobenzaldehyde in 30 ml of ether is added dropwise and the mixture is allowed to warm to room temperature. After stirring 3 hours, 100 ml of water is added, the organic layer is separated, dried over MgSO4 and the solv... Reactants: C1(=CC=CC=C1)N1C=NC2=C(C1=O)SC=C2C2=CC=CC=C2 (3,7-Diphenylthieno[3,2-d]pyrimidin-4(3H)-one), NC1=C(SC=C1C1=C(C=CC=C1)F)C(=O)OC (methyl 3-amino-4-(2-fluorophenyl)thiophene-2-carboxylate), C(OCC)(OCC)OCC (triethyl orthoformate), FC1=CC=C(N)C=C1 (4-fluoroaniline). Run in C(C)(=O)O (acetic acid). Product: FC1=CC=C(C=C1)N1C=NC2=C(C1=O)SC=C2C2=C(C=CC=C2)F (3-(4-Fluorophenyl)-7-(2-fluorophenyl)thieno[3,2-d]pyrimidin-4(3H)-one). Yield: 27.0%. Reaction SMILES: [C:1]1([N:7]2[C:12](=O)C3SC=C(C4C=CC=CC=4)C=3N=C2)[CH:6]=[CH:5][CH:4]=[CH:3][CH:2]=1.[NH2:23][C:24]1[C:28]([C:29]2[CH:34]=[CH:33][CH:32]=[CH:31][C:30]=2[F:35])=[CH:27][S:26][C:25]=1[C:36]([O:38]C)=O.C(OCC)(OCC)OCC.[F:50]C1C=CC(N)=CC=1>C(O)(=O)C>[F:50][C:4]1[CH:5]=[CH:6][C:1]([N:7]2[C:36](=[O:38])[C:25]3[S:26][CH:27]=[C:28]([C:29]4[CH:34]=[CH:33][CH:32]=[CH:31][C:30]=4[F:35])[C:24]=3[N:23]=[CH:12]2)=[CH:2][CH:3]=1. Procedure details: In the same manner as the synthesis of Compound 1, methyl 3-amino-4-(2-fluorophenyl)thiophene-2-carboxylate (88 mg, 0.35 mmol), triethyl orthoformate (0.77 ml), 4-fluoroaniline (63 ml, 0.46 mmol), and acetic acid (0.09 ml) were used to give 32 mg (0.095 mmol, 27% yield) of the title compound. Starting materials: CO, ClCc1cccc(Cl)c1, Cl, [Na], OCc1ccc(O)cn1. Yields the product OCc1ccc(OCc2cccc(Cl)c2)cn1. RXN SMILES: [CH3:21][OH:22].[Cl:12][c:13]1[cH:14][c:15]([CH2:16][Cl:17])[cH:18][cH:19][cH:20]1.[ClH:1].[Na:11].[OH:2][c:3]1[cH:4][cH:5][c:6]([CH2:9][OH:10])[n:7][cH:8]1>>[O:2]([c:3]1[cH:4][cH:5][c:6]([CH2:9][OH:10])[n:7][cH:8]1)[CH2:16][c:15]1[cH:14][c:13]([Cl:12])[cH:20][cH:19][cH:18]1. Reactants: COC(=O)COc1ccc(N(C(C)=O)C2CC(C)N(C(=O)c3ccc(OC)cc3)c3ccccc32)cc1, CO, Cl, [Na+], [OH-]. The product is COc1ccc(C(=O)N2c3ccccc3C(N(C(C)=O)c3ccc(OCC(=O)O)cc3)CC2C)cc1. As a reaction SMILES: [CH3:1][O:2][C:3]([CH2:4][O:5][c:6]1[cH:7][cH:8][c:9]([N:12]([CH:13]2[CH2:14][CH:15]([CH3:33])[N:16]([C:23]([c:24]3[cH:25][cH:26][c:27]([O:30][CH3:31])[cH:28][cH:29]3)=[O:32])[c:17]3[cH:18][cH:19][cH:20][cH:21][c:22]32)[C:34]([CH3:35])=[O:36])[cH:10][cH:11]1)=[O:37].[CH3:41][OH:42].[ClH:40].[Na+:39].[OH-:38]>>[O:2]=[C:3]([CH2:4][O:5][c:6]1[cH:7][cH:8][c:9]([N:12]([CH:13]2[CH2:14][CH:15]([CH3:33])[N:16]([C:23]([c:24]3[cH:25][cH:26][c:27]([O:30][CH3:31])[cH:28][cH:29]3)=[O:32])[c:17]3[cH:18][cH:19][cH:20][cH:21][c:22]32)[C:34]([CH3:35])=[O:36])[cH:10][cH:11]1)[OH:37]. Reactants: [Co], [H][H], O=CC(O)C(O)C(O)CO. Product: OCC(O)C(O)C(O)CO. As a reaction SMILES: [Co:13].[H:1][H:2].[O:3]=[CH:4][CH:5]([OH:6])[CH:7]([OH:8])[CH:9]([OH:10])[CH2:11][OH:12]>>[OH:3][CH2:4][CH:5]([OH:6])[CH:7]([OH:8])[CH:9]([OH:10])[CH2:11][OH:12].